Dataset: the Open Reaction Database (ORD), a public repository of structured organic reaction records. Task: describe an organic reaction: reactants, conditions, products, and yield Reactants: C(C)(C)(C)O[C@H](C(=O)OCC)C1=C(C2=C(N=C(S2)C2=NC=CC(=N2)Cl)C=C1C)C1=CC=C(C=C1)Cl ((S)-ethyl 2-tert-butoxy-2-(7-(4-chlorophenyl)-2-(4-chloropyrimidin-2-yl)-5-methylbenzo[d]thiazol-6-yl)acetate), CN1CCNCC1 (1-methylpiperazine). Solvent: O1CCOCC1 (dioxane). Conditions: time 20 minute. Yields the product C(C)(C)(C)O[C@H](C(=O)OCC)C1=C(C2=C(N=C(S2)C2=NC=CC(=N2)N2CCN(CC2)C)C=C1C)C1=CC=C(C=C1)Cl ((S)-ethyl 2-tert-butoxy-2-(7-(4-chlorophenyl)-5-methyl-2-(4-(4-methylpiperazin-1-yl)pyrimidin-2-yl)benzo[d]thiazol-6-yl)acetate). As a reaction SMILES: [C:1]([O:5][C@@H:6]([C:12]1[C:27]([CH3:28])=[CH:26][C:15]2[N:16]=[C:17]([C:19]3[N:24]=[C:23](Cl)[CH:22]=[CH:21][N:20]=3)[S:18][C:14]=2[C:13]=1[C:29]1[CH:34]=[CH:33][C:32]([Cl:35])=[CH:31][CH:30]=1)[C:7]([O:9][CH2:10][CH3:11])=[O:8])([CH3:4])([CH3:3])[CH3:2].[CH3:36][N:37]1[CH2:42][CH2:41][NH:40][CH2:39][CH2:38]1>O1CCOCC1>[C:1]([O:5][C@@H:6]([C:12]1[C:27]([CH3:28])=[CH:26][C:15]2[N:16]=[C:17]([C:19]3[N:24]=[C:23]([N:40]4[CH2:41][CH2:42][N:37]([CH3:36])[CH2:38][CH2:39]4)[CH:22]=[CH:21][N:20]=3)[S:18][C:14]=2[C:13]=1[C:29]1[CH:30]=[CH:31][C:32]([Cl:35])=[CH:33][CH:34]=1)[C:7]([O:9][CH2:10][CH3:11])=[O:8])([CH3:4])([CH3:2])[CH3:3]. Procedure details: To (S)-ethyl 2-tert-butoxy-2-(7-(4-chlorophenyl)-2-(4-chloropyrimidin-2-yl)-5-methylbenzo[d]thiazol-6-yl)acetate (30 mg, 0.06 mmol) in dioxane (1 mL) was added 1-methylpiperazine (56.7 mg, 0.063 mL, 0.566 mmol). The RM was stirred at room temperature for 20 minutes, concentrated, and used without further purification. LCMS-ESI+ calc'd for C31H37ClN5O3S (M+H+): 594.2; Found: 593.7 (M+H+). Reactants: CC(=O)O, CCOC(=O)C(Cl)c1ccc(C2CCCCC2)c(Cl)c1, Cl. Yields the product O=C(O)C(Cl)c1ccc(C2CCCCC2)c(Cl)c1. RXN SMILES: [CH3:22][C:23](=[O:24])[OH:25].[Cl:1][CH:2]([C:3](=[O:4])[O:5][CH2:6][CH3:7])[c:8]1[cH:9][c:10]([Cl:20])[c:11]([CH:14]2[CH2:15][CH2:16][CH2:17][CH2:18][CH2:19]2)[cH:12][cH:13]1.[ClH:21]>>[Cl:1][CH:2]([C:3](=[O:4])[OH:5])[c:8]1[cH:9][c:10]([Cl:20])[c:11]([CH:14]2[CH2:15][CH2:16][CH2:17][CH2:18][CH2:19]2)[cH:12][cH:13]1.